describe an organic reaction: reactants, conditions, products, and yield From a dataset of the Open Reaction Database (ORD), a public repository of structured organic reaction records. Reactants: CC#N, CC(C)NC(C)C, Cc1nc2c(C)cccn2c(=O)c1CCCl, Fc1ccc2[nH]cc(C3=CCNCC3)c2c1, [I-], [K+]. RXN SMILES: [CH3:42][C:43]#[N:44].[CH:33]([NH:34][CH:35]([CH3:36])[CH3:37])([CH3:38])[CH3:39].[Cl:17][CH2:18][CH2:19][c:20]1[c:21]([CH3:32])[n:22][c:23]2[n:24]([c:25]1=[O:26])[cH:27][cH:28][cH:29][c:30]2[CH3:31].[F:1][c:2]1[cH:3][c:4]2[c:5]([C:11]3=[CH:16][CH2:15][NH:14][CH2:13][CH2:12]3)[cH:6][nH:7][c:8]2[cH:9][cH:10]1.[I-:41].[K+:40]>>[F:1][c:2]1[cH:3][c:4]2[c:5]([C:11]3=[CH:16][CH2:15][N:14]([CH2:18][CH2:19][c:20]4[c:21]([CH3:32])[n:22][c:23]5[n:24]([c:25]4=[O:26])[cH:27][cH:28][cH:29][c:30]5[CH3:31])[CH2:13][CH2:12]3)[cH:6][nH:7][c:8]2[cH:9][cH:10]1. Product: Cc1nc2c(C)cccn2c(=O)c1CCN1CC=C(c2c[nH]c3ccc(F)cc23)CC1. Starting materials: CN1CCN(C(=O)c2cncc(Br)c2)CC1, COc1ccc(CN(Cc2ccc(OC)cc2)c2ncc(-c3nc(N4CCOCC4)nc4c3CCN4)cn2)cc1, COc1ccc(CN(Cc2ccc(OC)cc2)c2ncc(-c3nc(N4CCOCC4)nc4c3CCN4c3cncc(C(=O)N4CCN(C)CC4)c3)cn2)cc1. Product: CN1CCN(C(=O)c2cncc(N3CCc4c(-c5cnc(N)nc5)nc(N5CCOCC5)nc43)c2)CC1. Reaction SMILES: [Br:41][c:42]1[cH:43][c:44]([C:45]([N:46]2[CH2:47][CH2:48][N:49]([CH3:50])[CH2:51][CH2:52]2)=[O:53])[cH:54][n:55][cH:56]1.[CH3:1][O:2][c:3]1[cH:4][cH:5][c:6]([CH2:7][N:8]([CH2:9][c:10]2[cH:11][cH:12][c:13]([O:14][CH3:15])[cH:16][cH:17]2)[c:18]2[n:19][cH:20][c:21](-[c:22]3[c:23]4[c:27]([n:28][c:29]([N:30]5[CH2:31][CH2:32][O:33][CH2:34][CH2:35]5)[n:36]3)[NH:26][CH2:25][CH2:24]4)[cH:37][n:38]2)[cH:39][cH:40]1.[CH3:57][O:58][c:59]1[cH:60][cH:61][c:62]([CH2:63][N:64]([c:65]2[n:66][cH:67][c:68](-[c:71]3[c:72]4[c:73]([n:74][c:75]([N:77]5[CH2:78][CH2:79][O:80][CH2:81][CH2:82]5)[n:76]3)[N:83]([c:86]3[cH:87][c:88]([C:92](=[O:93])[N:94]5[CH2:95][CH2:96][N:97]([CH3:100])[CH2:98][CH2:99]5)[cH:89][n:90][cH:91]3)[CH2:84][CH2:85]4)[cH:69][n:70]2)[CH2:101][c:102]2[cH:103][cH:104][c:105]([O:106][CH3:107])[cH:108][cH:109]2)[cH:110][cH:111]1>>[NH2:64][c:65]1[n:66][cH:67][c:68](-[c:71]2[c:72]3[c:73]([n:74][c:75]([N:77]4[CH2:78][CH2:79][O:80][CH2:81][CH2:82]4)[n:76]2)[N:83]([c:86]2[cH:87][c:88]([C:92](=[O:93])[N:94]4[CH2:95][CH2:96][N:97]([CH3:100])[CH2:98][CH2:99]4)[cH:89][n:90][cH:91]2)[CH2:84][CH2:85]3)[cH:69][n:70]1.